describe an organic reaction: reactants, conditions, products, and yield From a dataset of the Open Reaction Database (ORD), a public repository of structured organic reaction records. Reported procedure: To a solution of give ethyl 6-chloro-4-(6-isopropoxypyridin-2-ylamino)pyridazine-3-carboxylate (530 mg, 1.57 mmol) was added 7N ammonia in MeOH (16.9 mL, 118 mmol). The mixture was stirred at 40° C. for 18 h, after which the solvent was removed to give 6-chloro-4-(6-isopropoxypyridin-2-ylamino)pyridazine-3-carboxamide (470 mg, 97%) as an off-white solid. 1H NMR (400 MHz, CHLOROFORM-d6) δ ppm 11.57 (s, 1H), 9.08 (s, 1H), 8.17 (s, 1H), 7.58 (t, J=7.8 Hz, 1H), 6.50 (d, J=7.3 Hz, 1H), 6.44 (d, J=8.0... Yields the product ClC1=CC(=C(N=N1)C(=O)N)NC1=NC(=CC=C1)OC(C)C (6-chloro-4-(6-isopropoxypyridin-2-ylamino)pyridazine-3-carboxamide). The reactants are ClC1=CC(=C(N=N1)C(=O)OCC)NC1=NC(=CC=C1)OC(C)C (ethyl 6-chloro-4-(6-isopropoxypyridin-2-ylamino)pyridazine-3-carboxylate), N (ammonia), CO (MeOH). Isolated yield 97.0%. Conditions: temperature 40 celsius, time 18 hour. Reaction SMILES: [Cl:1][C:2]1[N:7]=[N:6][C:5]([C:8](OCC)=[O:9])=[C:4]([NH:13][C:14]2[CH:19]=[CH:18][CH:17]=[C:16]([O:20][CH:21]([CH3:23])[CH3:22])[N:15]=2)[CH:3]=1.[NH3:24].CO>>[Cl:1][C:2]1[N:7]=[N:6][C:5]([C:8]([NH2:24])=[O:9])=[C:4]([NH:13][C:14]2[CH:19]=[CH:18][CH:17]=[C:16]([O:20][CH:21]([CH3:23])[CH3:22])[N:15]=2)[CH:3]=1. The reactants are CN(CCCNC1=C(C=C(C(=O)NC)C=C1)[N+](=O)[O-])C (4-{[3-(dimethylamino)propyl]amino}-N-methyl-3-nitrobenzamide). Reagents/catalysts: [C].[Pd] (palladium-carbon). Run in C(C)O (ethanol). Conditions: time 14 hour. Yields the product NC=1C=C(C(=O)NC)C=CC1NCCCN(C)C (3-Amino-4-{[3-(dimethylamino)propyl]amino}-N-methylbenzamide). Yield: 97.1%. As a reaction SMILES: [CH3:1][N:2]([CH3:20])[CH2:3][CH2:4][CH2:5][NH:6][C:7]1[CH:16]=[CH:15][C:10]([C:11]([NH:13][CH3:14])=[O:12])=[CH:9][C:8]=1[N+:17]([O-])=O>C(O)C.[C].[Pd]>[NH2:17][C:8]1[CH:9]=[C:10]([CH:15]=[CH:16][C:7]=1[NH:6][CH2:5][CH2:4][CH2:3][N:2]([CH3:20])[CH3:1])[C:11]([NH:13][CH3:14])=[O:12] |f:2.3|. Reported procedure: 10% of palladium-carbon (0.40 g) was added to a solution containing 4-{[3-(dimethylamino)propyl]amino}-N-methyl-3-nitrobenzamide (1.88 g) in ethanol (30 ml) and the mixture was stirred for 14 hours under a hydrogen gas atmosphere at room temperature. After the catalyst was removed out by filtration, the filtrate was concentrated, thereby yielding the entitled compound (1.63 g) as purple solid. Starting materials: CCN=C=NCCCN(C)C, CN(C)C=O, CCN(C(C)C)C(C)C, O=C(O)c1ccc(Cl)c(Cl)c1, Cl, CC(C)(C)OC(=O)NCC1CNCCO1, On1nnc2ccccc21. The product is CC(C)(C)OC(=O)NCC1CN(C(=O)c2ccc(Cl)c(Cl)c2)CCO1. As a reaction SMILES: [CH3:23][N:24]([CH3:25])[CH2:26][CH2:27][CH2:28][N:29]=[C:30]=[N:31][CH2:32][CH3:33].[CH3:58][N:59]([CH3:60])[CH:61]=[O:62].[CH:34]([N:35]([CH2:36][CH3:37])[CH:38]([CH3:39])[CH3:40])([CH3:41])[CH3:42].[Cl:1][c:2]1[cH:3][c:4]([C:5](=[O:6])[OH:7])[cH:8][cH:9][c:10]1[Cl:11].[ClH:22].[O:43]1[CH:44]([CH2:49][NH:50][C:51]([O:52][C:53]([CH3:54])([CH3:55])[CH3:56])=[O:57])[CH2:45][NH:46][CH2:47][CH2:48]1.[OH:12][n:13]1[c:14]2[cH:15][cH:16][cH:17][cH:18][c:19]2[n:20][n:21]1>>[Cl:1][c:2]1[cH:3][c:4]([C:5](=[O:7])[N:46]2[CH2:45][CH:44]([CH2:49][NH:50][C:51]([O:52][C:53]([CH3:54])([CH3:55])[CH3:56])=[O:57])[O:43][CH2:48][CH2:47]2)[cH:8][cH:9][c:10]1[Cl:11]. Starting materials: CCOC(=O)CN1CC(C)(C)Oc2ccc([N+](=O)[O-])cc21, CN. The product is CNC(=O)CN1CC(C)(C)Oc2ccc([N+](=O)[O-])cc21. RXN SMILES: [CH3:1][C:2]1([CH3:21])[O:3][c:4]2[c:5]([cH:14][c:15]([N+:18](=[O:19])[O-:20])[cH:16][cH:17]2)[N:6]([CH2:8][C:9]([O:11][CH2:10][CH3:12])=[O:13])[CH2:7]1.[CH3:22][NH2:23]>>[CH3:1][C:2]1([CH3:21])[O:3][c:4]2[c:5]([cH:14][c:15]([N+:18](=[O:19])[O-:20])[cH:16][cH:17]2)[N:6]([CH2:8][C:9](=[O:11])[NH:23][CH3:22])[CH2:7]1. Reactants: C(CCCCCCCCCCCCCCC)(=O)NC=1C(=C(C(=O)O)C=CC1)C (3-(n-hexadecanamido)-2-methylbenzoic acid), CC(C)([O-])C.[K+] (potassium tert-butoxide). The product is C(CCCCCCCCCCCCCC)C=1NC=2C=CC=C(C2C1)C(=O)O (2-(n-pentadecyl)indole-4-carboxylic acid). The yield is 54.2%. Reaction SMILES: [C:1]([NH:18][C:19]1[C:20]([CH3:28])=[C:21]([CH:25]=[CH:26][CH:27]=1)[C:22]([OH:24])=[O:23])(=O)[CH2:2][CH2:3][CH2:4][CH2:5][CH2:6][CH2:7][CH2:8][CH2:9][CH2:10][CH2:11][CH2:12][CH2:13][CH2:14][CH2:15][CH3:16].CC(C)([O-])C.[K+]>>[CH2:2]([C:1]1[NH:18][C:19]2[CH:27]=[CH:26][CH:25]=[C:21]([C:22]([OH:24])=[O:23])[C:20]=2[CH:28]=1)[CH2:3][CH2:4][CH2:5][CH2:6][CH2:7][CH2:8][CH2:9][CH2:10][CH2:11][CH2:12][CH2:13][CH2:14][CH2:15][CH3:16] |f:1.2|. Procedure: A mixture of 3-(n-hexadecanamido)-2-methylbenzoic acid (6.0 g) and potassium tert-butoxide (23 g) was treated in a similar manner to that described hereinbefore in Example 1 to give 2-(n-pentadecyl)indole-4-carboxylic acid (3.1 g), in the form of a cream solid, m.p. 114°-117° C. Starting materials: BrC1=CC2=C(C(=NO2)C2=CC=C(C=C2)O)C=C1 (4-(6-bromo-benzo[d]isoxazol3-yl)-phenol), BrCCCCCCBr (1,6-dibromohexane), BrC1=CC2=C(C(=NO2)C2=CC=C(C=C2)OCCCCCCBr)C=C1 (6-bromo-3-[4-(6-bromo-hexyloxy)-phenyl]-benzo[d]isoxazole), C(C=C)NC (N-allyl-methyl-amine). Product: BrC1=CC2=C(C(=NO2)C2=CC=C(OCCCCCCNC)C=C2)C=C1 (6-[4-(6-bromo-benzo[d]-isoxazol-3-yl)-phenoxy]-hexyl-methyl-amine). Reaction SMILES: BrC1C=CC2[C:6](C3C=CC(O)=CC=3)=[N:7]OC=2C=1.BrCCCCCCBr.[Br:26][C:27]1[CH:49]=[CH:48][C:30]2[C:31]([C:34]3[CH:39]=[CH:38][C:37]([O:40][CH2:41][CH2:42][CH2:43][CH2:44][CH2:45][CH2:46]Br)=[CH:36][CH:35]=3)=[N:32][O:33][C:29]=2[CH:28]=1.C(NC)C=C>>[Br:26][C:27]1[CH:49]=[CH:48][C:30]2[C:31]([C:34]3[CH:39]=[CH:38][C:37]([O:40][CH2:41][CH2:42][CH2:43][CH2:44][CH2:45][CH2:46][NH:7][CH3:6])=[CH:36][CH:35]=3)=[N:32][O:33][C:29]=2[CH:28]=1. Procedure details: Analogously to Example 1, from 4-(6-bromo-benzo[d]isoxazol3-yl)-phenol and 1,6-dibromohexane via 6-bromo-3-[4-(6-bromo-hexyloxy)-phenyl]-benzo[d]isoxazole and by reaction with N-allyl-methyl-amine there is obtained allyl-[6-[4-(6-bromo-benzo[d]-isoxazol-3-yl)-phenoxy]-hexyl-methyl-amine which is converted into the fumarate, MS: m/e 442 (M+H+, 1 Br). Reactants: COC(C1=C(N=C(C=C1NC(CC)CC)C)OC1=C(C=C(C=C1C)C)C)=O (4-(1-ethyl-propylamino)-6-methyl-2-(2,4,6-trimethyl-phenoxy)-nicotinic acid methyl ester), [Al+3].[Cl-].[Cl-].[Cl-] (AlCl3), [H-].[H-].[H-].[H-].[Li+].[Al+3] (LiAlH4), C(C)OCC (diethyl ether). The solvent is C1CCOC1 (THF). Conditions: time 10 minute. Product: CC=1C(=NC(=CC1NC(CC)CC)C)OC1=C(C=C(C=C1C)C)C ([3,6-Dimethyl-2-(2,4,6-trimethyl-phenoxy)-pyridin-4-yl]-(1-ethyl-propyl)-amine). Yield: 102.1%. As a reaction SMILES: CO[C:3](=O)[C:4]1[C:9]([NH:10][CH:11]([CH2:14][CH3:15])[CH2:12][CH3:13])=[CH:8][C:7]([CH3:16])=[N:6][C:5]=1[O:17][C:18]1[C:23]([CH3:24])=[CH:22][C:21]([CH3:25])=[CH:20][C:19]=1[CH3:26].[Al+3].[Cl-].[Cl-].[Cl-].[H-].[H-].[H-].[H-].[Li+].[Al+3].C(OCC)C>C1COCC1>[CH3:3][C:4]1[C:5]([O:17][C:18]2[C:19]([CH3:26])=[CH:20][C:21]([CH3:25])=[CH:22][C:23]=2[CH3:24])=[N:6][C:7]([CH3:16])=[CH:8][C:9]=1[NH:10][CH:11]([CH2:14][CH3:15])[CH2:12][CH3:13] |f:1.2.3.4,5.6.7.8.9.10|. Procedure details: To a mixture of 4-(1-ethyl-propylamino)-6-methyl-2-(2,4,6-trimethyl-phenoxy)-nicotinic acid methyl ester (prepared as described in Preparation F, 29 mg, 0.078 mmol) and AlCl3 (10 mg,0.078 mmol) in dry THF was added 1 M LiAlH4 in diethyl ether (0.31 ml, 0.31 mmol) at room temperature. After stirring for 10 min, the mixture was heated under reflux for 2 hr. The mixture was quenched with 0.2 ml of water, 0.2 ml of 1N NaOH and 0.4 ml of water and 10 ml of dry THF and stirred for 15 min. The mixture ...